The task is: describe an organic reaction: reactants, conditions, products, and yield. This data is from the Open Reaction Database (ORD), a public repository of structured organic reaction records. The reactants are ClC=1C(=CC(=C(C1)O)[C@@]1(O[C@@H]([C@H]([C@@H]([C@H]1OCC1=CC=CC=C1)OCC1=CC=CC=C1)OCC1=CC=CC=C1)COCC1=CC=CC=C1)CC(=C)C)CC1=CC=C(C=C1)CC (5-chloro-4-(4-ethylbenzyl)-2-((2S,3R,4S,5R,6R)-3,4,5-tris(benzyloxy)-6-(benzyloxymethyl)-2-(2-methylallyl)tetrahydro-2H-pyran-2-yl)phenol), CCOC(=O)C (EtOAc). Reagents/catalysts: [O-]S(=O)(=O)C(F)(F)F.[Ag+] (silver triflate). The solvent is ClC(C)Cl (dichloroethane), petroleum ether. Conditions: temperature 70 celsius. Yields the product C(C1=CC=CC=C1)O[C@H]1[C@]2(O[C@@H]([C@H]([C@@H]1OCC1=CC=CC=C1)OCC1=CC=CC=C1)COCC1=CC=CC=C1)CC(OC1=CC(=C(C=C12)CC1=CC=C(C=C1)CC)Cl)(C)C ((2′S,3′R,4′S,5′R,6′R)-3′,4′,5′-tris(benzyloxy)-6′-(benzyloxymethyl)-7-chloro-6-(4-ethylbenzyl)-2,2-dimethyl-3′,4′,5′,6′-tetrahydrospiro[chroman-4,2′-pyran]). The yield is 39.8%. As a reaction SMILES: [Cl:1][C:2]1[C:3]([CH2:52][C:53]2[CH:58]=[CH:57][C:56]([CH2:59][CH3:60])=[CH:55][CH:54]=2)=[CH:4][C:5]([C@@:9]2([CH2:48][C:49]([CH3:51])=[CH2:50])[C@H:14]([O:15][CH2:16][C:17]3[CH:22]=[CH:21][CH:20]=[CH:19][CH:18]=3)[C@@H:13]([O:23][CH2:24][C:25]3[CH:30]=[CH:29][CH:28]=[CH:27][CH:26]=3)[C@H:12]([O:31][CH2:32][C:33]3[CH:38]=[CH:37][CH:36]=[CH:35][CH:34]=3)[C@@H:11]([CH2:39][O:40][CH2:41][C:42]3[CH:47]=[CH:46][CH:45]=[CH:44][CH:43]=3)[O:10]2)=[C:6]([OH:8])[CH:7]=1.CCOC(C)=O>ClC(Cl)C.[O-]S(C(F)(F)F)(=O)=O.[Ag+]>[CH2:16]([O:15][C@@H:14]1[C@@H:13]([O:23][CH2:24][C:25]2[CH:30]=[CH:29][CH:28]=[CH:27][CH:26]=2)[C@H:12]([O:31][CH2:32][C:33]2[CH:38]=[CH:37][CH:36]=[CH:35][CH:34]=2)[C@@H:11]([CH2:39][O:40][CH2:41][C:42]2[CH:43]=[CH:44][CH:45]=[CH:46][CH:47]=2)[O:10][C@:9]21[C:5]1[C:6](=[CH:7][C:2]([Cl:1])=[C:3]([CH2:52][C:53]3[CH:58]=[CH:57][C:56]([CH2:59][CH3:60])=[CH:55][CH:54]=3)[CH:4]=1)[O:8][C:49]([CH3:51])([CH3:50])[CH2:48]2)[C:17]1[CH:18]=[CH:19][CH:20]=[CH:21][CH:22]=1 |f:3.4|. Reported procedure: A mixture of 25 (48 mg, 58 μmol) and silver triflate (15 mg, 58 μmol) in dichloroethane (1 mL) was heated to 70° C. for 2 h. LC/MS indicated that the conversion was complete to give a new and less polar component. After cooling, the mixture was loaded onto a TLC plate and developed using 10% EtOAc in petroleum ether to give 56 (19 mg, 40%). LC/MS m/z 846 (M+Na), 824 (M+1).